This data is from the Open Reaction Database (ORD), a public repository of structured organic reaction records. The task is: describe an organic reaction: reactants, conditions, products, and yield Reaction SMILES: [CH3:38][C:39]#[N:40].[Cu:41][I:42].[F:11][C:12]([CH:13]1[CH2:14][CH2:15][CH:16]([NH:19][C:20]([c:21]2[c:22]([O:31][CH2:32][CH2:33][OH:34])[n:23][c:24]([NH2:30])[c:25]([N+:27](=[O:28])[O-:29])[cH:26]2)=[O:35])[CH2:17][CH2:18]1)([F:36])[F:37].[F:1][C:2]([S:3]([F:4])(=[O:5])=[O:6])([C:7]([OH:8])=[O:9])[F:10]>>[F:1][CH:2]([F:10])[O:34][CH2:33][CH2:32][O:31][c:22]1[c:21]([C:20]([NH:19][CH:16]2[CH2:15][CH2:14][CH:13]([C:12]([F:11])([F:36])[F:37])[CH2:18][CH2:17]2)=[O:35])[cH:26][c:25]([N+:27](=[O:28])[O-:29])[c:24]([NH2:30])[n:23]1. Yields the product Nc1nc(OCCOC(F)F)c(C(=O)NC2CCC(C(F)(F)F)CC2)cc1[N+](=O)[O-]. Reactants: CC#N, [Cu]I, Nc1nc(OCCO)c(C(=O)NC2CCC(C(F)(F)F)CC2)cc1[N+](=O)[O-], O=C(O)C(F)(F)S(=O)(=O)F. The reactants are ClC1=CC=C2CC(C(NC2=C1)=O)C(=O)OCC (ethyl 7-chloro-2-oxo -1,2,3,4-tetrahydro-3-quinolinecarboxylate), Cl (Hydrochloric acid). The solvent is [OH-].[Na+] (sodium hydroxide), C1CCOC1 (THF), CO (methanol). Run at time 24 hour. Product: ClC1=CC=C2CC(C(NC2=C1)=O)C(=O)O (7-Chloro-2-oxo-1,2,3,4-tetrahydro-3-quinolinecarboxylic acid). Isolated yield 94.9%. As a reaction SMILES: [Cl:1][C:2]1[CH:11]=[C:10]2[C:5]([CH2:6][CH:7]([C:13]([O:15]CC)=[O:14])[C:8](=[O:12])[NH:9]2)=[CH:4][CH:3]=1.Cl>[OH-].[Na+].C1COCC1.CO>[Cl:1][C:2]1[CH:11]=[C:10]2[C:5]([CH2:6][CH:7]([C:13]([OH:15])=[O:14])[C:8](=[O:12])[NH:9]2)=[CH:4][CH:3]=1 |f:2.3|. Procedure details: IN Aqueous sodium hydroxide solution (60 ml) was added dropwise to a mixed solution of ethyl 7-chloro-2-oxo -1,2,3,4-tetrahydro-3-quinolinecarboxylate (14.39 g) in THF (180 ml) and methanol (120 ml) at 0° C. The reaction mixture was stirred at room temperature for 24 hours. 1N Hydrochloric acid (70 ml) was added dropwise to the reaction mixture at 0° C., which was extracted with ethyl acetate. The organic layer was washed with a saturated aqueous sodium chloride solution, then dried and concentr...